From a dataset of the Open Reaction Database (ORD), a public repository of structured organic reaction records. describe an organic reaction: reactants, conditions, products, and yield Reactants: CCOCC (Et2O), Cl (HCl), BrC=1C=C2C(C3(CC2=CC1F)CCC(CC3)OC)=NS(=O)C(C)(C)C (N-(5′-bromo-6′-fluoro-4-methoxyspiro[cyclohexane-1,2′-indene]-3′(1′H)-ylidene)-2-methylpropane-2-sulfinamide), BrC=1C=C2C(C3(CC2=CC1F)CCC(CC3)OC)=NS(=O)C(C)(C)C (N-(5′-bromo-6′-fluoro-4-methoxyspiro[cyclohexane-1,2′-indene]-3′(1′H)-ylidene)-2-methylpropane-2-sulfinamide). The solvent is O1CCOCC1 (1,4-dioxane). Conditions: time 15 minute. The product is BrC1=C(C=C2CC3(C(C2=C1)=N)CCC(CC3)OC)F (6′-Bromo-5′-fluoro-4-methoxyspiro[cyclohexane-1,2′-inden]-1′(3′H)-imine). Isolated yield 92.7%. RXN SMILES: Cl.[Br:2][C:3]1[CH:4]=[C:5]2[C:9](=[CH:10][C:11]=1[F:12])[CH2:8][C:7]1([CH2:17][CH2:16][CH:15]([O:18][CH3:19])[CH2:14][CH2:13]1)[C:6]2=[N:20]S(C(C)(C)C)=O.CCOCC>O1CCOCC1>[Br:2][C:3]1[CH:4]=[C:5]2[C:9]([CH2:8][C:7]3([CH2:17][CH2:16][CH:15]([O:18][CH3:19])[CH2:14][CH2:13]3)[C:6]2=[NH:20])=[CH:10][C:11]=1[F:12]. Reported procedure: HCl (4 M in 1,4-dioxane) (7.84 mL, 31.4 mmol) was added to a solution of N-(5′-bromo-6′-fluoro-4-methoxyspiro[cyclohexane-1,2′-indene]-3′(1′H)-ylidene)-2-methylpropane-2-sulfinamide (Intermediate 12, 1.35 g, 3.14 mmol) in anhydrous 1,4-dioxane (23 mL) and the resulting mixture was stirred under an argon atmosphere for 15 min. Et2O (60 mL) was added and the precipitate was filtered off and washed with Et2O, then partitioned between DCM and saturated aqueous NaHCO3. The phases were separated, the ... The reactants are CC=1N(C=CN1)C1=C(C=C(C=C1)N1C(O[C@H](C1)CN(C(=O)OC(C)(C)C)C1=NOC=C1)=O)F (3-(4-(2-methylimidazol-1-yl)-3-fluorophenyl)-5(R)—(N-(t-butoxycarbonyl)isoxazol-3-ylaminomethyl)oxazolidin-2-one). The solvent is ClCCl (dichloromethane). The product is O1N=C(C=C1)NC[C@H]1CN(C(O1)=O)C1=CC(=C(C=C1)N1C(=NC=C1)C)F (5(S)Isoxazol-3-ylaminomethyl-3-(4-(2-methylimidazol-1-yl)-3-fluorophenyl)oxazolidin-2-one). The yield is 89.9%. As a reaction SMILES: [CH3:1][C:2]1[N:3]([C:7]2[CH:12]=[CH:11][C:10]([N:13]3[CH2:17][C@H:16]([CH2:18][N:19]([C:27]4[CH:31]=[CH:30][O:29][N:28]=4)C(OC(C)(C)C)=O)[O:15][C:14]3=[O:32])=[CH:9][C:8]=2[F:33])[CH:4]=[CH:5][N:6]=1>ClCCl>[O:29]1[CH:30]=[CH:31][C:27]([NH:19][CH2:18][C@@H:16]2[O:15][C:14](=[O:32])[N:13]([C:10]3[CH:11]=[CH:12][C:7]([N:3]4[CH:4]=[CH:5][N:6]=[C:2]4[CH3:1])=[C:8]([F:33])[CH:9]=3)[CH2:17]2)=[N:28]1. Procedure: Using essentially the technique of Example 8, but starting from 3-(4-(2-methylimidazol-1-yl)-3-fluorophenyl)-5(R)—(N-(t-butoxycarbonyl)isoxazol-3-ylaminomethyl)oxazolidin-2-one (510 mg, 1.12 mM), and isolating finally by extraction into dichloromethane gave title product (358 mg). As a reaction SMILES: [C:1]([CH3:2])(=[O:3])[O:4][CH:5]1[CH:6]([n:21]2[c:22]3[n:23][c:24]([Cl:31])[n:25][c:26]([Cl:30])[c:27]3[n:28][cH:29]2)[O:7][CH:8]([c:14]2[n:15][o:16][c:17]([CH2:19][CH3:20])[cH:18]2)[CH:9]1[O:10][C:11]([CH3:12])=[O:13].[CH2:41]([CH3:42])[CH:43]([CH2:44][CH3:45])[NH2:46].[CH:32]([N:33]([CH:34]([CH3:35])[CH3:36])[CH2:37][CH3:38])([CH3:39])[CH3:40].[CH:47]([OH:48])([CH3:49])[CH3:50]>>[C:1]([CH3:2])(=[O:3])[O:4][CH:5]1[CH:6]([n:21]2[c:22]3[n:23][c:24]([Cl:31])[n:25][c:26]([NH:46][CH:43]([CH2:41][CH3:42])[CH2:44][CH3:45])[c:27]3[n:28][cH:29]2)[O:7][CH:8]([c:14]2[n:15][o:16][c:17]([CH2:19][CH3:20])[cH:18]2)[CH:9]1[O:10][C:11]([CH3:12])=[O:13]. Yields the product CCc1cc(C2OC(n3cnc4c(NC(CC)CC)nc(Cl)nc43)C(OC(C)=O)C2OC(C)=O)no1. The reactants are CCc1cc(C2OC(n3cnc4c(Cl)nc(Cl)nc43)C(OC(C)=O)C2OC(C)=O)no1, CCC(N)CC, CCN(C(C)C)C(C)C, CC(C)O. RXN SMILES: [CH2:32]1[O:33][CH2:34][CH2:35][CH2:36]1.[CH2:3]([CH3:4])[O:5][C:6](=[O:7])[C:8]1([NH:17][C:18](=[O:19])[c:20]2[cH:21][cH:22][cH:23][c:24]3[c:29]2[CH2:28][CH2:27][CH2:26][CH2:25]3)[CH2:9][c:10]2[cH:11][cH:12][cH:13][cH:14][c:15]2[CH2:16]1.[CH3:30][I:31].[H-:2].[Na+:1]>>[CH2:3]([CH3:4])[O:5][C:6](=[O:7])[C:8]1([N:17]([C:18](=[O:19])[c:20]2[cH:21][cH:22][cH:23][c:24]3[c:29]2[CH2:28][CH2:27][CH2:26][CH2:25]3)[CH3:30])[CH2:9][c:10]2[cH:11][cH:12][cH:13][cH:14][c:15]2[CH2:16]1. The product is CCOC(=O)C1(N(C)C(=O)c2cccc3c2CCCC3)Cc2ccccc2C1. Starting materials: C1CCOC1, CCOC(=O)C1(NC(=O)c2cccc3c2CCCC3)Cc2ccccc2C1, CI, [H-], [Na+]. Reactants: ClC(Cl)(Cl)Cl, CC(C)OC(=O)OCCCl, [Cl-], [Cl-], [I-], [Na+], O, [Zn+2]. Yields the product CC(C)OC(=O)OCCI. Reaction SMILES: [C:11]([Cl:12])([Cl:13])([Cl:14])[Cl:15].[CH:1]([CH3:2])([CH3:3])[O:4][C:5](=[O:6])[O:7][CH2:8][CH2:9][Cl:10].[Cl-:18].[Cl-:20].[I-:17].[Na+:16].[OH2:21].[Zn+2:19]>>[CH:1]([CH3:2])([CH3:3])[O:4][C:5](=[O:6])[O:7][CH2:8][CH2:9][I:17].